From a dataset of the Open Reaction Database (ORD), a public repository of structured organic reaction records. describe an organic reaction: reactants, conditions, products, and yield Reactants: CC(=O)O[BH-](OC(C)=O)OC(C)=O, COC(=O)c1cc(C=O)ccc1O, CC(=O)O, CC#N, ClCCl, Cc1cc2c(cc1C(F)(F)F)NCCCC2N(Cc1cc(C(F)(F)F)cc(C(F)(F)F)c1)c1nnn(C)n1, [Na+]. The product is COC(=O)c1cc(CN2CCCC(N(Cc3cc(C(F)(F)F)cc(C(F)(F)F)c3)c3nnn(C)n3)c3cc(C)c(C(F)(F)F)cc32)ccc1O. RXN SMILES: [C:1]([O:2][BH-:3]([O:4][C:5](=[O:6])[CH3:7])[O:8][C:9](=[O:10])[CH3:11])(=[O:12])[CH3:13].[CH3:53][O:54][C:55]([c:56]1[c:57]([OH:64])[cH:58][cH:59][c:60]([CH:62]=[O:63])[cH:61]1)=[O:65].[CH3:66][C:67](=[O:68])[OH:69].[CH3:70][C:71]#[N:72].[Cl:73][CH2:74][Cl:75].[F:15][C:16]([c:17]1[cH:18][c:19]([CH2:20][N:21]([CH:22]2[c:23]3[c:24]([cH:29][c:30]([C:34]([F:35])([F:36])[F:37])[c:31]([CH3:33])[cH:32]3)[NH:25][CH2:26][CH2:27][CH2:28]2)[c:38]2[n:39][n:40][n:41]([CH3:43])[n:42]2)[cH:44][c:45]([C:47]([F:48])([F:49])[F:50])[cH:46]1)([F:51])[F:52].[Na+:14]>>[F:15][C:16]([c:17]1[cH:18][c:19]([CH2:20][N:21]([CH:22]2[c:23]3[c:24]([cH:29][c:30]([C:34]([F:35])([F:36])[F:37])[c:31]([CH3:33])[cH:32]3)[N:25]([CH2:62][c:60]3[cH:59][cH:58][c:57]([OH:64])[c:56]([C:55]([O:54][CH3:53])=[O:65])[cH:61]3)[CH2:26][CH2:27][CH2:28]2)[c:38]2[n:39][n:40][n:41]([CH3:43])[n:42]2)[cH:44][c:45]([C:47]([F:48])([F:49])[F:50])[cH:46]1)([F:51])[F:52]. Starting materials: C1CCOC1, CN([SiH](C)C)[Si](C)(C)C, COS(=O)(=O)OC, [Li], CN(C)C=O, COc1cc2nccc(Oc3ccc(CC(=O)Nc4cccnc4)cc3)c2cc1C#N. Yields the product COc1cc2nccc(Oc3ccc(CC(=O)N(C)c4cccnc4)cc3)c2cc1C#N. As a reaction SMILES: [CH2:49]1[O:50][CH2:51][CH2:52][CH2:53]1.[CH3:1][SiH:2]([CH3:3])[N:4]([CH3:5])[Si:6]([CH3:7])([CH3:8])[CH3:9].[CH3:42][O:43][S:44]([O:45][CH3:46])(=[O:47])=[O:48].[Li:10].[O:54]=[CH:55][N:56]([CH3:57])[CH3:58].[n:11]1[cH:12][c:13]([NH:17][C:18]([CH2:19][c:20]2[cH:21][cH:22][c:23]([O:26][c:27]3[cH:28][cH:29][n:30][c:31]4[cH:32][c:33]([O:39][CH3:40])[c:34]([C:37]#[N:38])[cH:35][c:36]34)[cH:24][cH:25]2)=[O:41])[cH:14][cH:15][cH:16]1>>[CH3:1][N:17]([c:13]1[cH:12][n:11][cH:16][cH:15][cH:14]1)[C:18]([CH2:19][c:20]1[cH:21][cH:22][c:23]([O:26][c:27]2[cH:28][cH:29][n:30][c:31]3[cH:32][c:33]([O:39][CH3:40])[c:34]([C:37]#[N:38])[cH:35][c:36]23)[cH:24][cH:25]1)=[O:41]. The reactants are [H-].[K+] (Potassium hydride), C1=C(C=CC2=CC=CC=C12)CCCO (3-(2-naphthyl)propan-1-ol), C(CCC)[Sn](CCCC)(CCCC)CI (tributylstannylmethyliodide). Solvent: O1CCCC1 (tetrahydrofuran), O1CCCC1 (tetrahydrofuran), CCCCCC (hexane). Run at time 0.5 hour. Yields the product C(CCC)[Sn](CCCC)(CCCC)COCCCC1=CC2=CC=CC=C2C=C1 ((2-Naphthyl)propyl tributylstannylmethyl ether). Reaction SMILES: [H-].[K+].[CH:3]1[C:12]2[C:7](=[CH:8][CH:9]=[CH:10][CH:11]=2)[CH:6]=[CH:5][C:4]=1[CH2:13][CH2:14][CH2:15][OH:16].[CH2:17]([Sn:21]([CH2:30]I)([CH2:26][CH2:27][CH2:28][CH3:29])[CH2:22][CH2:23][CH2:24][CH3:25])[CH2:18][CH2:19][CH3:20]>O1CCCC1.CCCCCC>[CH2:17]([Sn:21]([CH2:30][O:16][CH2:15][CH2:14][CH2:13][C:4]1[CH:5]=[CH:6][C:7]2[C:12](=[CH:11][CH:10]=[CH:9][CH:8]=2)[CH:3]=1)([CH2:22][CH2:23][CH2:24][CH3:25])[CH2:26][CH2:27][CH2:28][CH3:29])[CH2:18][CH2:19][CH3:20] |f:0.1|. Procedure details: Potassium hydride (315 mg, 7.87 mmol) was added to a solution of 3-(2-naphthyl)propan-1-ol (1.33 g, 7.16 mmol) in tetrahydrofuran (10 ml) at room temperature under argon. After 1/2 hour, a solution of tributylstannylmethyliodide (3.09 g, 7.16 mmol) in tetrahydrofuran (2 ml) was added. After stirring at room temperature for 10 days, the mixture was diluted with hexane and washed thoroughly with water. Evaporation of the dried (magnesium sulphate) organic layer gave an oil, which was flash chromat... The yield is 102.4%. Yields the product CC=1C=C(C=CC1)C1=CC(=C(C=C1)CN1CCNCC1)OC1=CC=CC=C1 (1-[[4-(3-methylphenyl)-2-phenoxyphenyl]methyl]piperazine). The reactants are CC=1C=C(C=CC1)C1=CC(=C(C=C1)CN1CCN(CC1)C(=O)OC(C)(C)C)OC1=CC=CC=C1 (tert-butyl 4-[[4-(3-methylphenyl)-2-phenoxyphenyl]methyl]piperazine-1-carboxylate), FC(C(=O)O)(F)F (trifluoroacetic acid). Reaction SMILES: [CH3:1][C:2]1[CH:3]=[C:4]([C:8]2[CH:13]=[CH:12][C:11]([CH2:14][N:15]3[CH2:20][CH2:19][N:18](C(OC(C)(C)C)=O)[CH2:17][CH2:16]3)=[C:10]([O:28][C:29]3[CH:34]=[CH:33][CH:32]=[CH:31][CH:30]=3)[CH:9]=2)[CH:5]=[CH:6][CH:7]=1.FC(F)(F)C(O)=O>ClCCl>[CH3:1][C:2]1[CH:3]=[C:4]([C:8]2[CH:13]=[CH:12][C:11]([CH2:14][N:15]3[CH2:16][CH2:17][NH:18][CH2:19][CH2:20]3)=[C:10]([O:28][C:29]3[CH:34]=[CH:33][CH:32]=[CH:31][CH:30]=3)[CH:9]=2)[CH:5]=[CH:6][CH:7]=1. Conditions: time 8 hour. Reported procedure: A 100 mL round-bottom flask, was charged with tert-butyl 4-[[4-(3-methylphenyl)-2-phenoxyphenyl]methyl]piperazine-1-carboxylate (1.00 g, 2.18 mmol, 1.00 equiv), trifluoroacetic acid (1 mL), dichloromethane (10 mL). The resulting solution was stirred overnight at room temperature and concentrated under reduced pressure to provide 0.800 g (crude) of 1-[[4-(3-methylphenyl)-2-phenoxyphenyl]methyl]piperazine as yellow oil LCMS (ESI, m/z): 359 [M+H]+. Solvent: ClCCl (dichloromethane).